Dataset: the Open Reaction Database (ORD), a public repository of structured organic reaction records. Task: describe an organic reaction: reactants, conditions, products, and yield Run in C(Cl)Cl (DCM). Yield: 96.3%. RXN SMILES: C(OC([N:8]1[CH2:11][C:10]([C:13]2[N:14]([CH3:39])[C:15]3[C:20]([N:21]=2)=[C:19]([N:22]2[CH2:27][CH2:26][O:25][CH2:24][CH2:23]2)[N:18]=[C:17]([N:28]2[C:32]4[CH:33]=[CH:34][CH:35]=[CH:36][C:31]=4[N:30]=[C:29]2[CH2:37][CH3:38])[N:16]=3)([F:12])[CH2:9]1)=O)(C)(C)C.C(O)(C(F)(F)F)=O>C(Cl)Cl>[CH2:37]([C:29]1[N:28]([C:17]2[N:16]=[C:15]3[C:20]([N:21]=[C:13]([C:10]4([F:12])[CH2:11][NH:8][CH2:9]4)[N:14]3[CH3:39])=[C:19]([N:22]3[CH2:27][CH2:26][O:25][CH2:24][CH2:23]3)[N:18]=2)[C:32]2[CH:33]=[CH:34][CH:35]=[CH:36][C:31]=2[N:30]=1)[CH3:38]. Starting materials: C(C)(C)(C)OC(=O)N1CC(C1)(F)C=1N(C2=NC(=NC(=C2N1)N1CCOCC1)N1C(=NC2=C1C=CC=C2)CC)C (3-[2-(2-ethylbenzoimidazol-1-yl)-9-methyl-6-morpholin-4-yl-9H-purin-8-yl]-3-fluoroazetidine-1-carboxylic acid tert-butyl ester), C(=O)(C(F)(F)F)O (TFA). Run at time 3.5 hour. Yields the product C(C)C1=NC2=C(N1C1=NC(=C3N=C(N(C3=N1)C)C1(CNC1)F)N1CCOCC1)C=CC=C2 (4-(2-(2-ethyl-1H-benzo[d]imidazol-1-yl)-8-(3-fluoroazetidin-3-yl)-9-methyl-9H-purin-6-yl)morpholine). Procedure: To a solution of 3-[2-(2-ethylbenzoimidazol-1-yl)-9-methyl-6-morpholin-4-yl-9H-purin-8-yl]-3-fluoroazetidine-1-carboxylic acid tert-butyl ester (235 mg, 0.44 mmol) in DCM (10 mL) was added TFA (2 mL) and the resulting mixture was allowed to stir at r.t. for 3.5 h. The reaction mixture was concentrated in vacuo and the resulting residue was loaded onto an Isolute® SCX-2 cartridge which was washed with MeOH/DCM and the product eluted with 2M NH3/MeOH. The resulting residue was triturated with Et2O... The reactants are ClC=1C=C2CCNCC2=CC1 (6-chloro-1,2,3,4-tetrahydro-isoquinoline), CS(=O)(=O)C=1C=CC(=C(C(=O)O)C1)O[C@H](C(F)(F)F)C (5-methanesulfonyl-2-((S)-2,2,2-trifluoro-1-methyl-ethoxy)-benzoic acid). Yields the product ClC=1C=C2CCN(CC2=CC1)C(=O)C1=C(C=CC(=C1)S(=O)(=O)C)O[C@H](C(F)(F)F)C ((6-Chloro-3,4-dihydro-1H-isoquinolin-2-yl)-[5-methanesulfonyl-2-((S)-2,2,2-trifluoro-1-methyl-ethoxy)-phenyl]-methanone). As a reaction SMILES: [Cl:1][C:2]1[CH:3]=[C:4]2[C:9](=[CH:10][CH:11]=1)[CH2:8][NH:7][CH2:6][CH2:5]2.[CH3:12][S:13]([C:16]1[CH:17]=[CH:18][C:19]([O:25][C@@H:26]([CH3:31])[C:27]([F:30])([F:29])[F:28])=[C:20]([CH:24]=1)[C:21](O)=[O:22])(=[O:15])=[O:14]>>[Cl:1][C:2]1[CH:3]=[C:4]2[C:9](=[CH:10][CH:11]=1)[CH2:8][N:7]([C:21]([C:20]1[CH:24]=[C:16]([S:13]([CH3:12])(=[O:14])=[O:15])[CH:17]=[CH:18][C:19]=1[O:25][C@@H:26]([CH3:31])[C:27]([F:29])([F:30])[F:28])=[O:22])[CH2:6][CH2:5]2. Reported procedure: Prepared in analogy to example 1.1 from 6-chloro-1,2,3,4-tetrahydro-isoquinoline (CA [33537-99-4]) and 5-methanesulfonyl-2-((S)-2,2,2-trifluoro-1-methyl-ethoxy)-benzoic acid (example 2.2). MS (m/e): MS (m/e): 462.0 (M+H+). Starting materials: [OH-].[Na+] (sodium hydroxide), COC(CC1=NC(=C(C(=N1)OC)F)N1CCOCC1)=O ((5-fluoro-4-methoxy-6-morpholin-4-ylpyrimidin-2-yl)acetic acid methyl ester). Run in C1CCOC1 (THF). Reaction conditions: time 24 hour. Yields the product FC=1C(=NC(=NC1N1CCOCC1)CC(=O)[O-])OC.[Na+] (sodium (5-fluoro-4-methoxy-6-morpholin-4-ylpyrimidin-2-yl)acetate). As a reaction SMILES: [OH-].[Na+:2].C[O:4][C:5](=[O:22])[CH2:6][C:7]1[N:12]=[C:11]([O:13][CH3:14])[C:10]([F:15])=[C:9]([N:16]2[CH2:21][CH2:20][O:19][CH2:18][CH2:17]2)[N:8]=1>C1COCC1>[F:15][C:10]1[C:11]([O:13][CH3:14])=[N:12][C:7]([CH2:6][C:5]([O-:22])=[O:4])=[N:8][C:9]=1[N:16]1[CH2:17][CH2:18][O:19][CH2:20][CH2:21]1.[Na+:2] |f:0.1,4.5|. Procedure details: 7.9 ml of 2N sodium hydroxide are added to a solution of 3.46 g of (5-fluoro-4-methoxy-6-morpholin-4-ylpyrimidin-2-yl)acetic acid methyl ester in 36 ml of THF. The reaction medium is stirred at ambient temperature for 24 hours. The reaction medium is concentrated under reduced pressure. The residue obtained is oven-dried under vacuum in the presence of P2O5 so as to give 3.7 g of sodium (5-fluoro-4-methoxy-6-morpholin-4-ylpyrimidin-2-yl)acetate, the characteristics of which are the following: Starting materials: solution, C(=O)(Cl)Cl (phosgene), ClC=1C=CC2=C(C(=CCC(=N2)NN)C2=C(C=CC=C2)F)C1 (7-chloro-5-(2-fluorophenyl)-2-hydrazino-3H-1-benzazepine). Run in C1(=CC=CC=C1)C (toluene), N1=CC=CC=C1 (pyridine). Product: ClC=1C=CC2=C(C(=CCC=3N2C(NN3)=O)C3=C(C=CC=C3)F)C1 (8-chloro-6-(2-fluorophenyl)-2,4-dihydro-1H-s-triazolo[4,3-a][1]benzazepin-1-one). Reaction SMILES: [Cl:1][C:2]1[CH:3]=[CH:4][C:5]2[N:11]=[C:10]([NH:12][NH2:13])[CH2:9][CH:8]=[C:7]([C:14]3[CH:19]=[CH:18][CH:17]=[CH:16][C:15]=3[F:20])[C:6]=2[CH:21]=1.[C:22](Cl)(Cl)=[O:23]>N1C=CC=CC=1.C1(C)C=CC=CC=1>[Cl:1][C:2]1[CH:3]=[CH:4][C:5]2[N:11]3[C:22](=[O:23])[NH:13][N:12]=[C:10]3[CH2:9][CH:8]=[C:7]([C:14]3[CH:19]=[CH:18][CH:17]=[CH:16][C:15]=3[F:20])[C:6]=2[CH:21]=1. Procedure details: 0.15 g of 7-chloro-5-(2-fluorophenyl)-2-hydrazino-3H-1-benzazepine is dissolved in 10 ml of pyridine and treated with 1.44 ml of a 14.3% solution of phosgene in toluene. The mixture is heated to 60° for 5 minutes and then evaporated in vacuo. The residue is partitioned between benzene and water. The benzene phase is washed successively with water, with sodium hydrogen carbonate solution and with water. The solvent is evaporated in vacuo. The residue is chromatographed on 15 g of silica gel while... Starting materials: Nc1ncc(C2(O)CCC2)s1, O=C(O)C(F)(F)F. Product: Nc1ncc(C2CCC2)s1. As a reaction SMILES: [NH2:1][c:2]1[s:3][c:4]([C:7]2([OH:11])[CH2:8][CH2:9][CH2:10]2)[cH:5][n:6]1.[OH:12][C:13]([C:14]([F:15])([F:16])[F:17])=[O:18]>>[NH2:1][c:2]1[s:3][c:4]([CH:7]2[CH2:8][CH2:9][CH2:10]2)[cH:5][n:6]1.